Dataset: the Open Reaction Database (ORD), a public repository of structured organic reaction records. Task: describe an organic reaction: reactants, conditions, products, and yield Reactants: CC(C)(C)OC(=O)NC1CN(c2ncc(C(F)(F)F)cc2Cl)C1, ClCCl, O=C(O)C(F)(F)F. Product: NC1CN(c2ncc(C(F)(F)F)cc2Cl)C1. RXN SMILES: [Cl:1][c:2]1[c:3]([N:12]2[CH2:13][CH:14]([NH:16][C:17](=[O:18])[O:19][C:20]([CH3:21])([CH3:22])[CH3:23])[CH2:15]2)[n:4][cH:5][c:6]([C:8]([F:9])([F:10])[F:11])[cH:7]1.[Cl:31][CH2:32][Cl:33].[F:24][C:25]([F:26])([F:27])[C:28]([OH:29])=[O:30]>>[Cl:1][c:2]1[c:3]([N:12]2[CH2:13][CH:14]([NH2:16])[CH2:15]2)[n:4][cH:5][c:6]([C:8]([F:9])([F:10])[F:11])[cH:7]1.